This data is from the Open Reaction Database (ORD), a public repository of structured organic reaction records. The task is: describe an organic reaction: reactants, conditions, products, and yield The reactants are O=C(CBr)c1ccc2ccccc2c1, C1CCSC1, CC(C)=O, O. The product is [Br-], O=C(C[S+]1CCCC1)c1ccc2ccccc2c1. RXN SMILES: [Br:1][CH2:2][C:3](=[O:4])[c:5]1[cH:6][c:7]2[cH:8][cH:9][cH:10][cH:11][c:12]2[cH:13][cH:14]1.[CH2:15]1[CH2:16][CH2:17][S:18][CH2:19]1.[CH3:20][C:21](=[O:22])[CH3:23].[OH2:24]>>[Br-:1].[CH2:2]([C:3](=[O:4])[c:5]1[cH:6][c:7]2[cH:8][cH:9][cH:10][cH:11][c:12]2[cH:13][cH:14]1)[S+:18]1[CH2:17][CH2:16][CH2:15][CH2:19]1. The reactants are C(C)N1C=NC=C1 (N-ethylimidazole), O1CCCC1 (tetrahydrofuran), C(CCC)[Li] (n-butyllithium), CCCCCC (hexane). Solvent: CN(C=O)C (N,N-dimethylformamide). Run at time 15 minute. Product: C(C)N1C(=NC=C1)C=O (N-Ethylimidazole-2-carboxaldehyde). Yield: 93.2%. As a reaction SMILES: [CH2:1]([N:3]1[CH:7]=[CH:6][N:5]=[CH:4]1)[CH3:2].[O:8]1CCC[CH2:9]1.C([Li])CCC.CCCCCC>CN(C)C=O>[CH2:1]([N:3]1[CH:7]=[CH:6][N:5]=[C:4]1[CH:9]=[O:8])[CH3:2]. Reported procedure: Under nitrogen, a solution of 15.1 g (0.157 moles) N-ethylimidazole and 150 ml tetrahydrofuran was cooled to -40° C. Sixty-three ml 2.6M n-butyllithium in hexane (0.164 moles) was added via syringe. After fifteen minutes, 12.8 ml N,N-dimethylformamide was added and the reaction was allowed to warm to room temperature. After 18 hours the reaction was quenched with 5N hydrochloric acid. After stirring 15 minutes, the tetrahydrofuran was removed under reduced pressure. The remaining aqueous solutio...